From a dataset of the Open Reaction Database (ORD), a public repository of structured organic reaction records. describe an organic reaction: reactants, conditions, products, and yield Reactants: COC=1C(OC2=C(C1OCC1=CC=CC=C1)C=CC(=C2)OC(C)=O)=O (3-methoxy-4-benzyloxy-7-acetoxy-2H-1-benzopyran -2-one), C[O-].[Na+] (sodium methoxide). Solvent: CO (methanol). Run at time 1 hour. The product is COC=1C(OC2=C(C1OCC1=CC=CC=C1)C=CC(=C2)O)=O (3-methoxy-7-hydroxy-4-benzyloxy-2H-1-benzopyran-2-one). Isolated yield 81.1%. Reaction SMILES: [CH3:1][O:2][C:3]1[C:4](=[O:25])[O:5][C:6]2[CH:20]=[C:19]([O:21]C(=O)C)[CH:18]=[CH:17][C:7]=2[C:8]=1[O:9][CH2:10][C:11]1[CH:16]=[CH:15][CH:14]=[CH:13][CH:12]=1.C[O-].[Na+]>CO>[CH3:1][O:2][C:3]1[C:4](=[O:25])[O:5][C:6]2[CH:20]=[C:19]([OH:21])[CH:18]=[CH:17][C:7]=2[C:8]=1[O:9][CH2:10][C:11]1[CH:16]=[CH:15][CH:14]=[CH:13][CH:12]=1 |f:1.2|. Reported procedure: To a mixture of 3.64 g of 3-methoxy-4-benzyloxy-7-acetoxy-2H-1-benzopyran -2-one (10.7 mmol) in 50 ml of methanol was added 0.58 g of sodium methoxide (10.7 mmol) and the mixture was stirred at room temperature for 1 hour. Then 2.31 g of Amberlyst-15 (Trademark: Organo corp.) was added, and the mixture was stirred at room temperature for 1 hour. Amberlyst-15 was filterd off, the filtrate was concentrated under reduced pressure. The precipitate was obtained during concentration and filtered to gi... Starting materials: CSc1ccc(C=O)cc1, CCO, [K+], [OH-], O, O=C1CCCc2cc(OCCc3c[nH]cn3)ccc21. Product: CSc1ccc(C=C2CCc3cc(OCCc4c[nH]cn4)ccc3C2=O)cc1. RXN SMILES: [CH3:20][S:21][c:22]1[cH:23][cH:24][c:25]([CH:26]=[O:27])[cH:28][cH:29]1.[CH3:32][CH2:33][OH:34].[K+:31].[OH-:30].[OH2:35].[nH:1]1[cH:2][n:3][c:4]([CH2:6][CH2:7][O:8][c:9]2[cH:10][c:11]3[c:16]([cH:17][cH:18]2)[C:15](=[O:19])[CH2:14][CH2:13][CH2:12]3)[cH:5]1>>[nH:1]1[cH:2][n:3][c:4]([CH2:6][CH2:7][O:8][c:9]2[cH:10][c:11]3[c:16]([cH:17][cH:18]2)[C:15](=[O:19])[C:14](=[CH:26][c:25]2[cH:24][cH:23][c:22]([S:21][CH3:20])[cH:29][cH:28]2)[CH2:13][CH2:12]3)[cH:5]1. The reactants are O=C(Cl)c1ccccc1, CC(N)C(=O)O, Cl. Product: CC(NC(=O)c1ccccc1)C(=O)O. RXN SMILES: [C:7]([c:8]1[cH:9][cH:10][cH:11][cH:12][cH:13]1)(=[O:14])[Cl:15].[CH3:1][CH:2]([NH2:3])[C:4]([OH:5])=[O:6].[ClH:16]>>[CH3:1][CH:2]([NH:3][C:7]([c:8]1[cH:9][cH:10][cH:11][cH:12][cH:13]1)=[O:14])[C:4]([OH:5])=[O:6].